From a dataset of the Open Reaction Database (ORD), a public repository of structured organic reaction records. describe an organic reaction: reactants, conditions, products, and yield Reactants: COC(=O)N[C@@H](C(C)C)C(=O)O (N-methoxycarbonyl-L-Valine), C1CC1[C@@H](C(=O)O)N (L-cyclopropylglycine). Product: C1(CC1)[C@@H](C(=O)O)NC(=O)OC ((S)-2-cyclopropyl-2-(methoxycarbonylamino)acetic acid). Reaction SMILES: [CH3:1][O:2][C:3]([NH:5][C@H:6]([C:10]([OH:12])=[O:11])[CH:7]([CH3:9])[CH3:8])=[O:4].C1C([C@H](N)C(O)=O)C1>>[CH:7]1([C@H:6]([NH:5][C:3]([O:2][CH3:1])=[O:4])[C:10]([OH:12])=[O:11])[CH2:9][CH2:8]1. Reported procedure: (S)-2-cyclopropyl-2-(methoxycarbonylamino)acetic acid was synthesized similar to N-methoxycarbonyl-L-Valine, using L-cyclopropylglycine instead of L-Valine.